This data is from the Open Reaction Database (ORD), a public repository of structured organic reaction records. The task is: describe an organic reaction: reactants, conditions, products, and yield The reactants are ClCCCCC(C1=CC=C(C=C1)OC(F)(F)F)C1=NC(=NN1)NC1=C(C=C(C(=C1)OC)N1N=C(N=C1)C)F (5-(5-chloro-1-(4-(trifluoromethoxy)phenyl)pentyl)-N-(2-fluoro-5-methoxy-4-(3-methyl-1H-1,2,4-triazol-1-yl)phenyl)-1H-1,2,4-triazol-3-amine), [I-].[Na+] (sodium iodide). The solvent is CC(=O)C (acetone). The product is FC1=C(C=C(C(=C1)N1N=C(N=C1)C)OC)NC1=NN2C(C(CCCC2)C2=CC=C(C=C2)OC(F)(F)F)=N1 (N-(2-fluoro-5-methoxy-4-(3-methyl-1H-1,2,4-triazol-1-yl)phenyl)-9-(4-(trifluoromethoxy)phenyl)-6,7,8,9-tetrahydro-5H-[1,2,4]triazolo[1,5-a]azepin-2-amine). Yield: 54.8%. Reaction SMILES: Cl[CH2:2][CH2:3][CH2:4][CH2:5][CH:6]([C:18]1[NH:22][N:21]=[C:20]([NH:23][C:24]2[CH:29]=[C:28]([O:30][CH3:31])[C:27]([N:32]3[CH:36]=[N:35][C:34]([CH3:37])=[N:33]3)=[CH:26][C:25]=2[F:38])[N:19]=1)[C:7]1[CH:12]=[CH:11][C:10]([O:13][C:14]([F:17])([F:16])[F:15])=[CH:9][CH:8]=1.[I-].[Na+]>CC(C)=O>[F:38][C:25]1[CH:26]=[C:27]([N:32]2[CH:36]=[N:35][C:34]([CH3:37])=[N:33]2)[C:28]([O:30][CH3:31])=[CH:29][C:24]=1[NH:23][C:20]1[N:19]=[C:18]2[CH:6]([C:7]3[CH:12]=[CH:11][C:10]([O:13][C:14]([F:17])([F:16])[F:15])=[CH:9][CH:8]=3)[CH2:5][CH2:4][CH2:3][CH2:2][N:22]2[N:21]=1 |f:1.2|. Reported procedure: A solution of 5-(5-chloro-1-(4-(trifluoromethoxy)phenyl)pentyl)-N-(2-fluoro-5-methoxy-4-(3-methyl-1H-1,2,4-triazol-1-yl)phenyl)-1H-1,2,4-triazol-3-amine (820 mg, 1.480 mmol), sodium iodide (1.11 g, 7.40 mmol), and diisoproplylethylamine (0.256 mL, 1.48 mmol) in acetone (10 mL) was heated in a sealed vessel at 100° C. for 4 h. The reaction was concentrated in vacuo. The crude product was purified using silica gel column chromatography (50% EtOAc/chloroform) to afford 420 mg (52% yield) of the tit... The reactants are FC1=C(C=CC(=C1)F)C1=CC(=CC=C1)N1C(OC(CC1)(C1=CC=CC=C1)CCO)=O (3-(2′,4′-difluorobiphenyl-3-yl)-6-(2-hydroxyethyl)-6-phenyl-1,3-oxazinan-2-one), CC(=O)C.OS(=O)(=O)O.O=[Cr](=O)=O (Jones reagent), C(=O)([O-])[O-].[K+].[K+] (K2CO3). Solvent: CC(=O)C (acetone). Reaction conditions: time 8 hour. Yields the product FC1=C(C=CC(=C1)F)C1=CC(=CC=C1)N1C(OC(CC1)(C1=CC=CC=C1)CC(=O)O)=O (2-(3-(2′,4′-difluorobiphenyl-3-yl)-2-oxo-6-phenyl-1,3-oxazinan-6-yl)acetic acid). RXN SMILES: [F:1][C:2]1[CH:7]=[C:6]([F:8])[CH:5]=[CH:4][C:3]=1[C:9]1[CH:14]=[CH:13][CH:12]=[C:11]([N:15]2[CH2:20][CH2:19][C:18]([CH2:27][CH2:28][OH:29])([C:21]3[CH:26]=[CH:25][CH:24]=[CH:23][CH:22]=3)[O:17][C:16]2=[O:30])[CH:10]=1.CC(C)=[O:33].OS(O)(=O)=O.O=[Cr](=O)=O.C([O-])([O-])=O.[K+].[K+]>CC(C)=O>[F:1][C:2]1[CH:7]=[C:6]([F:8])[CH:5]=[CH:4][C:3]=1[C:9]1[CH:14]=[CH:13][CH:12]=[C:11]([N:15]2[CH2:20][CH2:19][C:18]([CH2:27][C:28]([OH:33])=[O:29])([C:21]3[CH:26]=[CH:25][CH:24]=[CH:23][CH:22]=3)[O:17][C:16]2=[O:30])[CH:10]=1 |f:1.2.3,4.5.6|. Procedure: A 100-mL of flask was charged with 3-(2′,4′-difluorobiphenyl-3-yl)-6-(2-hydroxyethyl)-6-phenyl-1,3-oxazinan-2-one (1 g, 2.4 mmol) dissolved in acetone (10 mL). Jones reagent (CrO3: 1 g; H2SO4: 1 mL, H2O: 4 mL) was added at 0° C. under N2 protection. The mixture was stirred overnight at rt. Aqueous K2CO3 (5 mL) was added and the mixture was extracted with EtOAc (3×15 mL). The organic layers were combined, washed with brine, dried over Na2SO4, filtered and concentrated. The residue (1.03 g) was us...